From a dataset of the Open Reaction Database (ORD), a public repository of structured organic reaction records. describe an organic reaction: reactants, conditions, products, and yield Starting materials: COc1cc(C(=O)O)ccc1Cc1cn(C)c2ccc([N+](=O)[O-])cc12, CN(C)c1ccncc1, C(=NC1CCCCC1)=NC1CCCCC1, C1CCOC1, Oc1cc(Cl)c(Cl)cc1Cl. The product is COc1cc(C(=O)Oc2cc(Cl)c(Cl)cc2Cl)ccc1Cc1cn(C)c2ccc([N+](=O)[O-])cc12. Reaction SMILES: [CH3:16][n:17]1[cH:18][c:19]([CH2:29][c:30]2[c:31]([O:39][CH3:40])[cH:32][c:33]([C:34](=[O:35])[OH:36])[cH:37][cH:38]2)[c:20]2[cH:21][c:22]([N+:26](=[O:27])[O-:28])[cH:23][cH:24][c:25]12.[CH3:51][N:52]([CH3:53])[c:54]1[cH:55][cH:56][n:57][cH:58][cH:59]1.[CH:1]1([N:2]=[C:3]=[N:4][CH:5]2[CH2:6][CH2:7][CH2:8][CH2:9][CH2:10]2)[CH2:11][CH2:12][CH2:13][CH2:14][CH2:15]1.[O:60]1[CH2:61][CH2:62][CH2:63][CH2:64]1.[OH:41][c:42]1[cH:43][c:44]([Cl:45])[c:46]([Cl:47])[cH:48][c:49]1[Cl:50]>>[CH3:16][n:17]1[cH:18][c:19]([CH2:29][c:30]2[c:31]([O:39][CH3:40])[cH:32][c:33]([C:34]([O:35][c:42]3[cH:43][c:44]([Cl:45])[c:46]([Cl:47])[cH:48][c:49]3[Cl:50])=[O:36])[cH:37][cH:38]2)[c:20]2[cH:21][c:22]([N+:26](=[O:27])[O-:28])[cH:23][cH:24][c:25]12. The reactants are C(=S)=S (carbon disulfide), IC (iodomethane), sodium methylate in-methanol, C(C1=CC=CC=C1)(C1=CC=CC=C1)N1CCNCC1 (1-benzhydrylpiperazine). The solvent is CO (methanol), CO (methanol), CO (methanol). Reaction conditions: time 30 minute. Product: C1(=CC=CC=C1)C(N1CCN(CC1)C(=S)SC)C1=CC=CC=C1 (methyl 4-diphenylmethyl-1-piperazinecarbodithioate). As a reaction SMILES: [CH:1]([N:14]1[CH2:19][CH2:18][NH:17][CH2:16][CH2:15]1)([C:8]1[CH:13]=[CH:12][CH:11]=[CH:10][CH:9]=1)[C:2]1[CH:7]=[CH:6][CH:5]=[CH:4][CH:3]=1.[C:20](=[S:22])=[S:21].I[CH3:24]>CO>[C:2]1([CH:1]([C:8]2[CH:13]=[CH:12][CH:11]=[CH:10][CH:9]=2)[N:14]2[CH2:19][CH2:18][N:17]([C:20]([S:22][CH3:24])=[S:21])[CH2:16][CH2:15]2)[CH:7]=[CH:6][CH:5]=[CH:4][CH:3]=1. Procedure: In 25 ml of methanol was dissolved 5.00 g (19.8 mmol.) of 1-benzhydrylpiperazine. To the solution was dropwise added under chilling with ice a solution of 1.51 g (19.8 mmol.) of carbon disulfide in 5 ml of methanol. The mixture was then stirred for 30 min. Under chilling with ice, to the stirred mixture was added a solution of 3.80 g (19.8 mmol.) of 28%-sodium methylate-in-methanol solution. The mixture was then stirred until the mixture gave a clear solution. To this was added a solution of 2.9... The reactants are O=C1OC(=O)C2=C1CCc1ccccc12, CC(C)(CN)CO, Cc1ccccc1, O. Yields the product CC(C)(CO)CN=C(O)C1=C(C(=O)O)CCc2ccccc21. RXN SMILES: [C:1]12=[C:2]([CH2:3][CH2:4][c:5]3[cH:6][cH:7][cH:8][cH:9][c:10]31)[C:11](=[O:12])[O:13][C:14]2=[O:15].[CH3:16][C:17]([CH2:18][OH:19])([CH2:20][NH2:21])[CH3:22].[CH3:24][c:25]1[cH:26][cH:27][cH:28][cH:29][cH:30]1.[OH2:23]>>[C:1]1([C:14]([OH:15])=[N:21][CH2:20][C:17]([CH3:16])([CH2:18][OH:19])[CH3:22])=[C:2]([C:11](=[O:12])[OH:13])[CH2:3][CH2:4][c:5]2[cH:6][cH:7][cH:8][cH:9][c:10]21. The reactants are C1(=CC=CC=C1)C1=CC=C(N=N1)Cl (6-phenyl-3-chloropyridazine), C(NN)(=O)OCC (ethyl carbazate). Run in C(CCC)O (n-butanol). Product: C1(=CC=CC=C1)C1=CC=C(N=N1)NNC(=O)OCC (Ethyl 3-(6-phenyl-3-pyridazinyl)carbazate). Reaction SMILES: [C:1]1([C:7]2[N:12]=[N:11][C:10](Cl)=[CH:9][CH:8]=2)[CH:6]=[CH:5][CH:4]=[CH:3][CH:2]=1.[C:14]([O:18][CH2:19][CH3:20])(=[O:17])[NH:15][NH2:16]>C(O)CCC>[C:1]1([C:7]2[N:12]=[N:11][C:10]([NH:16][NH:15][C:14]([O:18][CH2:19][CH3:20])=[O:17])=[CH:9][CH:8]=2)[CH:6]=[CH:5][CH:4]=[CH:3][CH:2]=1. Reported procedure: A mixture of 15.0 g. of 6-phenyl-3-chloropyridazine, 16.3 g. of ethyl carbazate, and 250 ml. of n-butanol is refluxed for 3 hours. The solvent is removed under vacuum and the residue triturated with cold water. Filtration gives 18.6 g. of cream colored crystals. Recrystallization gives white crystals, m.p. 158°-160° C. Reactants: C1(CC1)C=1C=CC(=NC1OCC1CC1)C(=O)O (5-cyclopropyl-6-cyclopropylmethoxy-pyridine-2-carboxylic acid), Cl.N[C@H](C(=O)N)C1=CC=CC=C1 ((αS)-α-amino-benzeneacetamide hydrochloride). The product is NC([C@H](C1=CC=CC=C1)NC(C1=NC(=C(C=C1)C1CC1)OCC1CC1)=O)=O ((S)-N-(2-Amino-2-oxo-1-phenylethyl)-5-cyclopropyl-6-(cyclopropylmethoxy)picolinamide). As a reaction SMILES: [CH:1]1([C:4]2[CH:5]=[CH:6][C:7]([C:15]([OH:17])=O)=[N:8][C:9]=2[O:10][CH2:11][CH:12]2[CH2:14][CH2:13]2)[CH2:3][CH2:2]1.Cl.[NH2:19][C@@H:20]([C:24]1[CH:29]=[CH:28][CH:27]=[CH:26][CH:25]=1)[C:21]([NH2:23])=[O:22]>>[NH2:23][C:21](=[O:22])[C@@H:20]([NH:19][C:15](=[O:17])[C:7]1[CH:6]=[CH:5][C:4]([CH:1]2[CH2:2][CH2:3]2)=[C:9]([O:10][CH2:11][CH:12]2[CH2:13][CH2:14]2)[N:8]=1)[C:24]1[CH:29]=[CH:28][CH:27]=[CH:26][CH:25]=1 |f:1.2|. Reported procedure: The title compound was synthesized in analogy to Example 1, using 5-cyclopropyl-6-cyclopropylmethoxy-pyridine-2-carboxylic acid (Example 42 a) and (αS)-α-amino-benzeneacetamide hydrochloride (1:1) (CAN 60079-51-8) as starting materials, LC-MS (UV peak area/ESI) 98%, 366.1814 (M+H)+.